From a dataset of the Open Reaction Database (ORD), a public repository of structured organic reaction records. describe an organic reaction: reactants, conditions, products, and yield Reactants: ClC=1N=C2C(=C(C=NC2=CC1)CO)NC1CCN(CC1)C(=O)OC(C)(C)C (tert-butyl 4-((6-chloro-3-(hydroxymethyl)-1,5-naphthyridin-4-yl)amino)piperidine-1-carboxylate). Reagents/catalysts: [O-2].[O-2].[Mn+4] (manganese dioxide). Run in ClCCl (dichloromethane). Reaction conditions: time 3 hour. The product is ClC=1N=C2C(=C(C=NC2=CC1)C=O)NC1CCN(CC1)C(=O)OC(C)(C)C (tert-butyl 4-((6-chloro-3-formyl-1,5-naphthyridin-4-yl)amino)piperidine-1-carboxylate). Isolated yield 79.6%. Reaction SMILES: [Cl:1][C:2]1[N:3]=[C:4]2[C:9](=[CH:10][CH:11]=1)[N:8]=[CH:7][C:6]([CH2:12][OH:13])=[C:5]2[NH:14][CH:15]1[CH2:20][CH2:19][N:18]([C:21]([O:23][C:24]([CH3:27])([CH3:26])[CH3:25])=[O:22])[CH2:17][CH2:16]1>ClCCl.[O-2].[O-2].[Mn+4]>[Cl:1][C:2]1[N:3]=[C:4]2[C:9](=[CH:10][CH:11]=1)[N:8]=[CH:7][C:6]([CH:12]=[O:13])=[C:5]2[NH:14][CH:15]1[CH2:16][CH2:17][N:18]([C:21]([O:23][C:24]([CH3:27])([CH3:26])[CH3:25])=[O:22])[CH2:19][CH2:20]1 |f:2.3.4|. Procedure: tert-butyl 4-((6-chloro-3-(hydroxymethyl)-1,5-naphthyridin-4-yl)amino)piperidine-1-carboxylate (0.39 g, 1 mmol) was dissolved in dichloromethane (10 mL), and to the solution added manganese dioxide (2.14 g, 32 mmol). The reaction mixture was stirred at room temperature for 3 h, filtered and the solid was washed with 30 mL of dichloromethane. The resulting wash liquid and the filtrate were combined and concentrated, and the resulting solid was recrystallized from methanol to give 0.311 g of a whi... The reactants are Cc1ccnc(CCl)c1C, COc1c(C)cc2[nH]c(S)nc2c1C, CO, Cl, [Na+], [OH-], O. Product: COc1c(C)cc2[nH]c(SCc3nccc(C)c3C)nc2c1C. As a reaction SMILES: [CH3:18][c:19]1[c:20]([CH2:26][Cl:27])[n:21][cH:22][cH:23][c:24]1[CH3:25].[CH3:1][c:2]1[c:3]([O:13][CH3:14])[c:4]([CH3:12])[cH:5][c:6]2[nH:7][c:8]([SH:11])[n:9][c:10]12.[CH3:28][OH:29].[ClH:17].[Na+:16].[OH-:15].[OH2:30]>>[CH3:1][c:2]1[c:3]([O:13][CH3:14])[c:4]([CH3:12])[cH:5][c:6]2[nH:7][c:8]([S:11][CH2:26][c:20]3[c:19]([CH3:18])[c:24]([CH3:25])[cH:23][cH:22][n:21]3)[n:9][c:10]12. Starting materials: CS(=O)C (DMSO), CCNC(=O)[C@@H]1CCCN1C(=O)[C@H](CCCNC(=N)N)NC(=O)[C@H](CC(C)C)NC(=O)[C@@H](CC(C)C)NC(=O)[C@H](CC=2C=CC(=CC2)O)NC(=O)[C@H](CO)NC(=O)[C@H](CC3=CNC4=C3C=CC=C4)NC(=O)[C@H](CC5=CNC=N5)NC(=O)[C@@H]6CCC(=O)N6 (leuprolide). Yields the product CCNC(=O)[C@@H]1CCCN1C(=O)[C@H](CCCNC(=N)N)NC(=O)[C@H](CC(C)C)NC(=O)[C@@H](CC(C)C)NC(=O)[C@H](CC=2C=CC(=CC2)O)NC(=O)[C@H](CO)NC(=O)[C@H](CC3=CNC4=C3C=CC=C4)NC(=O)[C@H](CC5=CNC=N5)NC(=O)[C@@H]6CCC(=O)N6.CC(=O)O (leuprolide acetate). Isolated yield 40.0%. As a reaction SMILES: [CH3:1][CH2:2][NH:3][C:4]([C@H:6]1[N:10]([C:11]([C@@H:13]([NH:21][C:22]([C@@H:24]([NH:29][C:30]([C@H:32]([NH:37][C:38]([C@@H:40]([NH:49][C:50]([C@@H:52]([NH:55][C:56]([C@@H:58]([NH:69][C:70]([C@@H:72]([NH:79][C:80]([C@H:82]2[NH:87][C:85](=[O:86])[CH2:84][CH2:83]2)=[O:81])[CH2:73][C:74]2[N:78]=[CH:77][NH:76][CH:75]=2)=[O:71])[CH2:59][C:60]2[C:64]3[CH:65]=[CH:66][CH:67]=[CH:68][C:63]=3[NH:62][CH:61]=2)=[O:57])[CH2:53][OH:54])=[O:51])[CH2:41][C:42]2[CH:43]=[CH:44][C:45]([OH:48])=[CH:46][CH:47]=2)=[O:39])[CH2:33][CH:34]([CH3:36])[CH3:35])=[O:31])[CH2:25][CH:26]([CH3:28])[CH3:27])=[O:23])[CH2:14][CH2:15][CH2:16][NH:17][C:18]([NH2:20])=[NH:19])=[O:12])[CH2:9][CH2:8][CH2:7]1)=[O:5].CS(C)=[O:90]>>[CH3:1][CH2:2][NH:3][C:4]([C@H:6]1[N:10]([C:11]([C@@H:13]([NH:21][C:22]([C@@H:24]([NH:29][C:30]([C@H:32]([NH:37][C:38]([C@@H:40]([NH:49][C:50]([C@@H:52]([NH:55][C:56]([C@@H:58]([NH:69][C:70]([C@@H:72]([NH:79][C:80]([C@H:82]2[NH:87][C:85](=[O:86])[CH2:84][CH2:83]2)=[O:81])[CH2:73][C:74]2[N:78]=[CH:77][NH:76][CH:75]=2)=[O:71])[CH2:59][C:60]2[C:64]3[CH:65]=[CH:66][CH:67]=[CH:68][C:63]=3[NH:62][CH:61]=2)=[O:57])[CH2:53][OH:54])=[O:51])[CH2:41][C:42]2[CH:47]=[CH:46][C:45]([OH:48])=[CH:44][CH:43]=2)=[O:39])[CH2:33][CH:34]([CH3:36])[CH3:35])=[O:31])[CH2:25][CH:26]([CH3:28])[CH3:27])=[O:23])[CH2:14][CH2:15][CH2:16][NH:17][C:18]([NH2:20])=[NH:19])=[O:12])[CH2:9][CH2:8][CH2:7]1)=[O:5].[CH3:84][C:85]([OH:86])=[O:90] |f:2.3|. Procedure: Solutions of 40% leuprolide acetate (w/w) in DMSO were prepared, loaded into reservoirs, stored for two months at 80° C. and analyzed as described above. Results, shown in FIGS. 1 (RP-HPLC) and 2 (SEC) show that 81.1% leuprolide was recovered, with only 14.6% chemical degradation and 5.1% physical aggregation. Starting materials: ClC=1C=C(C=C(C1F)Cl)C(F)(F)F (3,5-dichloro-4-fluorobenzotrifluoride), IC1=CC=C(C=C1)C (4-iodotoluene), CCCCCC (hexane), O (water). The solvent is C(C)OCC (diethyl ether), C1=CC=CC=C1 (benzene), C(CCC)[Li] (n-butyllithium). Product: ClC1=C(C(=CC(=C1)C(F)(F)F)Cl)C1=CC=C(C=C1)C (4-(2,6-dichloro-4-trifluoromethylphenyl)toluene). The yield is 85.1%. Reaction SMILES: I[C:2]1[CH:7]=[CH:6][C:5]([CH3:8])=[CH:4][CH:3]=1.CCCCCC.[Cl:15][C:16]1[CH:17]=[C:18]([C:24]([F:27])([F:26])[F:25])[CH:19]=[C:20]([Cl:23])[C:21]=1F.O>C1C=CC=CC=1.C([Li])CCC.C(OCC)C>[Cl:15][C:16]1[CH:17]=[C:18]([C:24]([F:27])([F:26])[F:25])[CH:19]=[C:20]([Cl:23])[C:21]=1[C:2]1[CH:7]=[CH:6][C:5]([CH3:8])=[CH:4][CH:3]=1. Reported procedure: To 5.7 g (26.1 mmol) of 4-iodotoluene in 30 ml of dry benzene, 17.0 ml of a n-butyllithium solution in hexane (1.60 mol/1) was added dropwise in a nitrogen stream at room temperature with stirring. After 2 hours of stirring at room temperature, 10 ml of 6.0 g (25.8 mmol) of 3,5-dichloro-4-fluorobenzotrifluoride in 10 ml of diethyl ether was added dropwise at 10° C. After another 12 hours of stirring at room temperature, the reaction mixture was poured into 100 ml of water for separation. The org... The reactants are CN1CCC(c2c[nH]c3ccc(CCNS(C)(=O)=O)cc23)CC1, Cl, Cl, [Na+], [Na+], O=C([O-])[O-]. Yields the product CN1CC=C(c2c[nH]c3ccc(CCNS(C)(=O)=O)cc23)CC1, Cl. Reaction SMILES: [CH3:2][N:3]1[CH2:4][CH2:5][CH:6]([c:9]2[cH:10][nH:11][c:12]3[cH:13][cH:14][c:15]([CH2:18][CH2:19][NH:20][S:21](=[O:22])(=[O:23])[CH3:24])[cH:16][c:17]23)[CH2:7][CH2:8]1.[ClH:1].[ClH:25].[Na+:26].[Na+:27].[O-:28][C:29](=[O:30])[O-:31]>>[CH3:2][N:3]1[CH2:4][CH:5]=[C:6]([c:9]2[cH:10][nH:11][c:12]3[cH:13][cH:14][c:15]([CH2:18][CH2:19][NH:20][S:21](=[O:22])(=[O:23])[CH3:24])[cH:16][c:17]23)[CH2:7][CH2:8]1.[ClH:1]. The reactants are C(C1=CC=CC=C1)OC1=C(N(C=CC1=O)CCN(C)C)C(C1=CC=CC=C1)O (3-benzyloxy-1-(2-dimethylamino-ethyl)-2-(hydroxy-phenyl-methyl)-1H-pyridin-4-one). Solvent: ClCCl.C(C)O (dichloromethane ethanol). The product is CN(CCN1C(=C(C(C=C1)=O)O)C(C1=CC=CC=C1)O)C (1-(2-Dimethylamino-ethyl)-3-hydroxy-2-(hydroxy-phenyl-methyl)-1H-pyridin-4-one). RXN SMILES: C([O:8][C:9]1[C:14](=[O:15])[CH:13]=[CH:12][N:11]([CH2:16][CH2:17][N:18]([CH3:20])[CH3:19])[C:10]=1[CH:21]([OH:28])[C:22]1[CH:27]=[CH:26][CH:25]=[CH:24][CH:23]=1)C1C=CC=CC=1>ClCCl.C(O)C>[CH3:19][N:18]([CH3:20])[CH2:17][CH2:16][N:11]1[CH:12]=[CH:13][C:14](=[O:15])[C:9]([OH:8])=[C:10]1[CH:21]([OH:28])[C:22]1[CH:27]=[CH:26][CH:25]=[CH:24][CH:23]=1 |f:1.2|. Reported procedure: 3-Benzyloxy-1-(2-dimethylamino-ethyl)-2-(hydroxy-phenyl-methyl)-1H-pyridin-4-one: From 5.2 g of 3-benzyloxy-1-(2-dimethylamino-ethyl)-2-[phenyl-(tetrahydropyran-2-yloxy)-methyl]-1H-pyridin-4-one there is obtained analogously to Example 6e, after chromatography: 3-benzyloxy-1-(2-dimethylamino-ethyl)-2-(hydroxy-phenyl-methyl)-1H-pyridin-4-one. Beige, amorphous foam. Rf value: 0.16 (silica gel 60, dichloromethane/ethanol 4/1). Reactants: C(CCCCCC)N1C(C2(CC2C1=O)C1=CC=C(C=C1)[N+](=O)[O-])=O (3-n-heptyl-1-(4-nitrophenyl)-3-azabicyclo[3.1.0]hexane-2,4-dione). Reagents/catalysts: [Pd] (palladium on carbon). Solvent: C(C)O (ethanol). The product is NC1=CC=C(C=C1)C12C(N(C(C2C1)=O)CCCCCCC)=O (1-(4-Aminophenyl)-3-n-heptyl-3-azabicyclo[3.1.0]hexane-2.4-dione). Reaction SMILES: [CH2:1]([N:8]1[C:13](=[O:14])[CH:12]2[C:10]([C:15]3[CH:20]=[CH:19][C:18]([N+:21]([O-])=O)=[CH:17][CH:16]=3)([CH2:11]2)[C:9]1=[O:24])[CH2:2][CH2:3][CH2:4][CH2:5][CH2:6][CH3:7]>C(O)C.[Pd]>[NH2:21][C:18]1[CH:17]=[CH:16][C:15]([C:10]23[CH2:11][CH:12]2[C:13](=[O:14])[N:8]([CH2:1][CH2:2][CH2:3][CH2:4][CH2:5][CH2:6][CH3:7])[C:9]3=[O:24])=[CH:20][CH:19]=1. Reported procedure: Following the procedure of Example3, a solution of 5 g of 3-n-heptyl-1-(4-nitrophenyl)-3-azabicyclo[3.1.0]hexane-2,4-dione in 100 ml of ethanol is hydrogenated in the presence of 0.3 g of 5% palladium on carbon and worked up, affording the title compound which melts at 78°-79° C. after recrystallisation from ether/petroleum ether. The reactants are COC=1C=C(C=CC1OC)C=1C(C(N(N1)C1CCN(CC1)C(=O)C1=C(C=CC(=C1)O)C)=O)(C)C (5-(3,4-dimethoxyphenyl)-2-{1-[(5-hydroxy-2-methylphenyl)carbonyl]piperidin-4-yl}-4,4-dimethyl-2,4-dihydro-3H-pyrazol-3-one), BrCC1CC1 ((bromomethyl)cyclopropane), 10n, [OH-].[Na+] (sodium hydroxide). The product is C1(CC1)COC=1C=CC(=C(C1)C(=O)N1CCC(CC1)N1N=C(C(C1=O)(C)C)C1=CC(=C(C=C1)OC)OC)C (2-(1-{[5-(Cyclopropylmethoxy)-2-methylphenyl]carbonyl}piperidin-4-yl)-5-(3,4-dimethoxyphenyl)-4,4-dimethyl-2,4-dihydro-3H-pyrazol-3-one). RXN SMILES: [CH3:1][O:2][C:3]1[CH:4]=[C:5]([C:11]2[C:12]([CH3:34])([CH3:33])[C:13](=[O:32])[N:14]([CH:16]3[CH2:21][CH2:20][N:19]([C:22]([C:24]4[CH:29]=[C:28]([OH:30])[CH:27]=[CH:26][C:25]=4[CH3:31])=[O:23])[CH2:18][CH2:17]3)[N:15]=2)[CH:6]=[CH:7][C:8]=1[O:9][CH3:10].Br[CH2:36][CH:37]1[CH2:39][CH2:38]1.[OH-].[Na+]>C(O)C>[CH:37]1([CH2:36][O:30][C:28]2[CH:27]=[CH:26][C:25]([CH3:31])=[C:24]([C:22]([N:19]3[CH2:20][CH2:21][CH:16]([N:14]4[C:13](=[O:32])[C:12]([CH3:34])([CH3:33])[C:11]([C:5]5[CH:6]=[CH:7][C:8]([O:9][CH3:10])=[C:3]([O:2][CH3:1])[CH:4]=5)=[N:15]4)[CH2:17][CH2:18]3)=[O:23])[CH:29]=2)[CH2:39][CH2:38]1 |f:2.3|. Solvent: C(C)O (ethanol). Conditions: temperature 80 celsius, time 16 hour. Procedure details: A solution of 0.35 g of 5-(3,4-dimethoxyphenyl)-2-{1-[(5-hydroxy-2-methylphenyl)carbonyl]piperidin-4-yl}-4,4-dimethyl-2,4-dihydro-3H-pyrazol-3-one (compound described in example 85) and 0.11 ml (bromomethyl)cyclopropane in 8 ml ethanol is treated with 0.11 ml 10n aqueous sodium hydroxide solution and stirred under a blanket of nitrogen for about 16 h at 80° C. until the reaction is completed largely according to TLC analysis. The solvent is evaporated under reduced pressure, and the resulting cr... Reactants: ClC=1C=C(C(=O)OO)C=CC1 (3-Chloroperoxybenzoic acid), CSCCCOCCN1C(=NC=2C(=NC=3C=CC=CC3C21)N)CCC (1-{2-[3-(methylthio)propoxy]ethyl}-2-propyl-1H-imidazo[4,5-c]quinolin-4-amine). Solvent: C(Cl)(Cl)Cl (chloroform). Conditions: time 20 minute. Yields the product CS(=O)CCCOCCN1C(=NC=2C(=NC=3C=CC=CC3C21)N)CCC (1-{2-[3-(methylsulfinyl)propoxy]ethyl}-2-propyl-1H-imidazo[4,5-c]quinolin-4-amine). Yield: 42.0%. As a reaction SMILES: ClC1C=C(C=CC=1)C(OO)=[O:6].[CH3:12][S:13][CH2:14][CH2:15][CH2:16][O:17][CH2:18][CH2:19][N:20]1[C:32]2[C:31]3[CH:30]=[CH:29][CH:28]=[CH:27][C:26]=3[N:25]=[C:24]([NH2:33])[C:23]=2[N:22]=[C:21]1[CH2:34][CH2:35][CH3:36]>C(Cl)(Cl)Cl>[CH3:12][S:13]([CH2:14][CH2:15][CH2:16][O:17][CH2:18][CH2:19][N:20]1[C:32]2[C:31]3[CH:30]=[CH:29][CH:28]=[CH:27][C:26]=3[N:25]=[C:24]([NH2:33])[C:23]=2[N:22]=[C:21]1[CH2:34][CH2:35][CH3:36])=[O:6]. Reported procedure: 3-Chloroperoxybenzoic acid (0.62 g of ˜77%, 2.8 mmol) was added in portions over a period of 5 minutes to a solution of 1-{2-[3-(methylthio)propoxy]ethyl}-2-propyl-1H-imidazo[4,5-c]quinolin-4-amine (1.0 g, 2.8 mmol) in chloroform (14 mL). After 20 minutes analysis by TLC showed that all of the starting material had been consumed. The reaction mixture was partitioned between dichloromethane (100 mL) and saturated aqueous sodium carbonate (50 mL). The organic layer was washed sequentially with sat... The reactants are Cl (hydrochloric acid), S(=O)(Cl)Cl (Thionyl chloride), FC(C=1C=C(C(C(=O)O)=CC1)O)(F)F (4-trifluoromethylsalicylic acid), N (ammonia). The solvent is C1(=CC=CC=C1)C (toluene), CN(C=O)C (N,N-dimethylformamide). Run at time 10 minute. Yields the product OC1=C(C(=O)N)C=CC(=C1)C(F)(F)F (2-hydroxy-4-trifluoromethyl-benzamide). RXN SMILES: S(Cl)(Cl)=O.[F:5][C:6]([F:18])([F:17])[C:7]1[CH:8]=[C:9]([OH:16])[C:10](=[CH:14][CH:15]=1)[C:11](O)=[O:12].[NH3:19].Cl>C1(C)C=CC=CC=1.CN(C)C=O>[OH:16][C:9]1[CH:8]=[C:7]([C:6]([F:18])([F:17])[F:5])[CH:15]=[CH:14][C:10]=1[C:11]([NH2:19])=[O:12]. Procedure: Thionyl chloride (2.7 mL) and N,N-dimethylformamide (0.1 mL) were added to a toluene (50.0 mL) solution of 4-trifluoromethylsalicylic acid (5.0 g), and the reaction mixture was refluxed for 30 minutes. The reaction mixture was left to cool. The reaction mixture was then added dropwise to aqueous ammonia (50.0 mL) under ice cooling, and the reaction mixture was stirred at the same temperature for 10 minutes. The pH of the reaction mixture was adjusted to 3 with concentrated hydrochloric acid, and...